Dataset: the Open Reaction Database (ORD), a public repository of structured organic reaction records. Task: describe an organic reaction: reactants, conditions, products, and yield Reactants: C(C1=CC=CC=C1)N1N=NC(=C1)C1=CC=CC=C1 (1-benzyl-4-phenyl-1H-1,2,3-triazole), IC (iodomethane), IC (iodomethane). Reaction conditions: temperature 40 celsius. Yields the product [I-].C(C1=CC=CC=C1)N1N=[N+](C(=C1)C1=CC=CC=C1)C (1-benzyl-3-methyl-4-phenyl-1H-1,2,3-triazol-3-ium iodide). Reaction SMILES: [CH2:1]([N:8]1[CH:12]=[C:11]([C:13]2[CH:18]=[CH:17][CH:16]=[CH:15][CH:14]=2)[N:10]=[N:9]1)[C:2]1[CH:7]=[CH:6][CH:5]=[CH:4][CH:3]=1.[I:19][CH3:20]>>[I-:19].[CH2:1]([N:8]1[CH:12]=[C:11]([C:13]2[CH:18]=[CH:17][CH:16]=[CH:15][CH:14]=2)[N+:10]([CH3:20])=[N:9]1)[C:2]1[CH:3]=[CH:4][CH:5]=[CH:6][CH:7]=1 |f:2.3|. Reported procedure: 1-benzyl-4-phenyl-1H-1,2,3-triazole (0.52 g, 2.20 mmol) prepared above and iodomethane (2 ml, 32.0 mmol) were added to a 20 mL vial. The reaction was heated at 40° C. for 3 days. The iodomethane was allowed to evaporate in the hood. The crude product was dissolved with 2 mL CH2Cl2 under reflux. The solution was precipitated into a mixture of acetone, ethyl acetate and hexane. The yellow solid was collected and dried in vacuo. Starting materials: COC([C@H](CC=1C=C2C=CNC2=CC1)OCC)=O ((S)-2-ethoxy-3-(1H-indol-5-yl)-propionic acid methyl ester), ClCC=1N=C(OC1C)C1=CC=C(C=C1)CC (4-chloromethyl-2-(4-ethyl-phenyl)-5-methyl-oxazole). Yields the product C(C)O[C@H](C(=O)O)CC=1C=C2C=CN(C2=CC1)CC=1N=C(OC1C)C1=CC=C(C=C1)CC ((S)-2-Ethoxy-3-{1-[2-(4-ethyl-phenyl)-5-methyl-oxazol-4-ylmethyl]-1H-indol-5-yl}-propionic Acid). The yield is 47.0%. RXN SMILES: C[O:2][C:3](=[O:18])[C@@H:4]([O:15][CH2:16][CH3:17])[CH2:5][C:6]1[CH:7]=[C:8]2[C:12](=[CH:13][CH:14]=1)[NH:11][CH:10]=[CH:9]2.Cl[CH2:20][C:21]1[N:22]=[C:23]([C:27]2[CH:32]=[CH:31][C:30]([CH2:33][CH3:34])=[CH:29][CH:28]=2)[O:24][C:25]=1[CH3:26]>>[CH2:16]([O:15][C@@H:4]([CH2:5][C:6]1[CH:7]=[C:8]2[C:12](=[CH:13][CH:14]=1)[N:11]([CH2:20][C:21]1[N:22]=[C:23]([C:27]3[CH:28]=[CH:29][C:30]([CH2:33][CH3:34])=[CH:31][CH:32]=3)[O:24][C:25]=1[CH3:26])[CH:10]=[CH:9]2)[C:3]([OH:2])=[O:18])[CH3:17]. Reported procedure: Starting from (S)-2-ethoxy-3-(1H-indol-5-yl)-propionic acid methyl ester and 4-chloromethyl-2-(4-ethyl-phenyl)-5-methyl-oxazole, the title compound was obtained in 47% yield as a colourless solid. MS: (M−H)− 431.3. Starting materials: COc1ccccc1N=C=O, Cc1cc(C)c(N2CCCC2)c(C)c1N, Cc1ccccc1, CCOC(C)=O. The product is COc1ccccc1NC(=O)Nc1c(C)cc(C)c(N2CCCC2)c1C. Reaction SMILES: [CH3:16][O:17][c:18]1[c:19]([N:24]=[C:25]=[O:26])[cH:20][cH:21][cH:22][cH:23]1.[CH3:1][c:2]1[c:3]([NH2:15])[c:4]([CH3:14])[cH:5][c:6]([CH3:13])[c:7]1[N:8]1[CH2:9][CH2:10][CH2:11][CH2:12]1.[CH3:27][c:28]1[cH:29][cH:30][cH:31][cH:32][cH:33]1.[CH3:34][CH2:35][O:36][C:37]([CH3:38])=[O:39]>>[CH3:1][c:2]1[c:3]([NH:15][C:25]([NH:24][c:19]2[c:18]([O:17][CH3:16])[cH:23][cH:22][cH:21][cH:20]2)=[O:26])[c:4]([CH3:14])[cH:5][c:6]([CH3:13])[c:7]1[N:8]1[CH2:9][CH2:10][CH2:11][CH2:12]1. Reactants: FC1=CC=C(CN)C=C1 (4-fluoro-benzylamine), FC1=CC=C(CN)C=C1 (4-fluoro-benzylamine), C(C)(C)N(C(C)C)CC (N,N-diisopropylethylamine), ClC1=C(C#N)C=CC=N1 (2-chloro-nicotinonitrile). Solvent: CC(C)O (2-propanol). Reaction conditions: temperature 80 celsius, time 24 hour. Yields the product FC1=CC=C(CNC2=C(C#N)C=CC=N2)C=C1 (2-(4-Fluoro-benzylamino)-nicotinonitrile). The yield is 56.2%. RXN SMILES: Cl[C:2]1[N:9]=[CH:8][CH:7]=[CH:6][C:3]=1[C:4]#[N:5].[F:10][C:11]1[CH:18]=[CH:17][C:14]([CH2:15][NH2:16])=[CH:13][CH:12]=1.C(N(CC)C(C)C)(C)C>CC(O)C>[F:10][C:11]1[CH:18]=[CH:17][C:14]([CH2:15][NH:16][C:2]2[N:9]=[CH:8][CH:7]=[CH:6][C:3]=2[C:4]#[N:5])=[CH:13][CH:12]=1. Procedure: To a stirred suspension of 2-chloro-nicotinonitrile (Aldrich, 3.30 g, 23.82 mmol) in 2-propanol (30 ml) was added 4-fluoro-benzylamine (3.00 ml, 26.25 mmol) and N,N-diisopropylethylamine (8.30 ml, 47.65 mmol). The reaction mixture was heated to 80° C. for 24 hours. More 4-fluoro-benzylamine (0.55 ml, 4.81 mmol) was added and stirring was continued at 80° C. for another 24 hours. The reaction mixture was cooled to room temperature and the precipitated material was isolated by filtration and washe... Starting materials: O (water), [I-].[K+] (potassium iodide), C([O-])([O-])=O.[K+].[K+] (potassium carbonate), BrC(C(=O)NC1=C(C(=CC2=C1NC(CO2)=O)F)C2=NN(C(=C2Cl)C(F)(F)F)C)(C)C (5-(2-Bromoisobutyrylamino)-6-[4-chloro-1-methyl-5-(trifluoromethyl)-1H-pyrazol-3-yl]-7-fluoro-2H-1,4-benzoxazine-3(4H)-one). Solvent: C(C)#N (acetonitrile). The product is ClC=1C(=NN(C1C(F)(F)F)C)C1=C(C=C2C=3N(C(CO2)=O)C(C(NC13)=O)(C)C)F (8-[4-Chloro-1-methyl-5-(trifluoromethyl)-1H-pyrazol-3-yl]-5,5-dimethyl-9-fluoro-5H-pyrazino[1,2,3-de]-1,4-benzoxazine-3,6(2H, 7H)-dione). Isolated yield 8.5%. Reaction SMILES: Br[C:2]([CH3:30])([CH3:29])[C:3]([NH:5][C:6]1[C:11]2[NH:12][C:13](=[O:16])[CH2:14][O:15][C:10]=2[CH:9]=[C:8]([F:17])[C:7]=1[C:18]1[C:22]([Cl:23])=[C:21]([C:24]([F:27])([F:26])[F:25])[N:20]([CH3:28])[N:19]=1)=[O:4].[I-].[K+].C(=O)([O-])[O-].[K+].[K+].O>C(#N)C>[Cl:23][C:22]1[C:18]([C:7]2[C:6]3[NH:5][C:3](=[O:4])[C:2]([CH3:30])([CH3:29])[N:12]4[C:13](=[O:16])[CH2:14][O:15][C:10]([C:11]=34)=[CH:9][C:8]=2[F:17])=[N:19][N:20]([CH3:28])[C:21]=1[C:24]([F:27])([F:26])[F:25] |f:1.2,3.4.5|. Reported procedure: 5-(2-Bromoisobutyrylamino)-6-[4-chloro-1-methyl-5-(trifluoromethyl)-1H-pyrazol-3-yl]-7-fluoro-2H-1,4-benzoxazine-3(4H)-one (1.15 g, 2.24 mmol) was dissolved in anhydrous acetonitrile (50 ml) and potassium iodide (0.45 g, 2.70 mmol) and potassium carbonate (0.37 g, 2.70 mmol) were added. Solution was refluxed for 2 hr and water was added. Product was extracted with ethyl acetate and solvent evaporated. Column chromatography on silica gel using hexane-ethyl acetate (7:3) as eluent afforded the tit... Reactants: ClC=1C(=NC(=NC1)N[C@@H](C)C1=NC=C(C=C1)F)NC1=NNC(=C1)OC(C)C (5-Chloro-N2-[(1S)-1-(5-fluoropyridin-2-yl)ethyl]-N4-(5-isopropoxy-1H-pyrazol-3-yl)pyrimidine-2,4-diamine), P(O)(O)(O)=O (phosphoric acid). The solvent is CO (methanol), CO (methanol), CO (methanol). Yields the product P(=O)(O)(O)O.ClC=1C(=NC(=NC1)N[C@@H](C)C1=NC=C(C=C1)F)NC1=NNC(=C1)OC(C)C (5-Chloro-N2-[(1S)-1-(5-fluoropyridin-2-yl)ethyl]-N4-(5-isopropoxy-1H-pyrazol-3-yl)pyrimidine-2,4-diamine phosphate). RXN SMILES: [Cl:1][C:2]1[C:3]([NH:18][C:19]2[CH:23]=[C:22]([O:24][CH:25]([CH3:27])[CH3:26])[NH:21][N:20]=2)=[N:4][C:5]([NH:8][C@H:9]([C:11]2[CH:16]=[CH:15][C:14]([F:17])=[CH:13][N:12]=2)[CH3:10])=[N:6][CH:7]=1.[P:28](=[O:32])([OH:31])([OH:30])[OH:29]>CO>[P:28]([OH:32])([OH:31])([OH:30])=[O:29].[Cl:1][C:2]1[C:3]([NH:18][C:19]2[CH:23]=[C:22]([O:24][CH:25]([CH3:27])[CH3:26])[NH:21][N:20]=2)=[N:4][C:5]([NH:8][C@H:9]([C:11]2[CH:16]=[CH:15][C:14]([F:17])=[CH:13][N:12]=2)[CH3:10])=[N:6][CH:7]=1 |f:3.4|. Procedure: To a solution of 5-chloro-N2-[(1S)-1-(5-fluoropyridin-2-yl)ethyl]-N4-(5-isopropoxy-1H-pyrazol-3-yl)pyrimidine-2,4-diamine (Example 6; 2.46 g, 6.28 mmol) in methanol (25 ml) was added a solution of phosphoric acid (85 wt % in water, 724 mg, 6.28 mmol) in methanol (10 ml). The resulting precipitate was heated to reflux and more methanol (25 ml) was added. The precipitate was allowed to stir at reflux for 1 hour before cooling down to room temperature. The solution was filtered and filter cake obta... Reactants: C1CCOC1, COC(=O)c1nnn(-c2cc(Cl)ccc2NS(=O)(=O)c2ccc(C(C)(C)C)cc2)c1C, [Na+], [OH-]. The product is Cc1c(C(=O)O)nnn1-c1cc(Cl)ccc1NS(=O)(=O)c1ccc(C(C)(C)C)cc1. As a reaction SMILES: [CH2:34]1[O:35][CH2:36][CH2:37][CH2:38]1.[CH3:3][O:4][C:5](=[O:6])[c:7]1[n:8][n:9][n:10](-[c:13]2[c:14]([NH:20][S:21](=[O:22])(=[O:23])[c:24]3[cH:25][cH:26][c:27]([C:30]([CH3:31])([CH3:32])[CH3:33])[cH:28][cH:29]3)[cH:15][cH:16][c:17]([Cl:19])[cH:18]2)[c:11]1[CH3:12].[Na+:2].[OH-:1]>>[O:4]=[C:5]([OH:6])[c:7]1[n:8][n:9][n:10](-[c:13]2[c:14]([NH:20][S:21](=[O:22])(=[O:23])[c:24]3[cH:25][cH:26][c:27]([C:30]([CH3:31])([CH3:32])[CH3:33])[cH:28][cH:29]3)[cH:15][cH:16][c:17]([Cl:19])[cH:18]2)[c:11]1[CH3:12].